Dataset: the Open Reaction Database (ORD), a public repository of structured organic reaction records. Task: describe an organic reaction: reactants, conditions, products, and yield Yield: 51.5%. Product: isopropyl ester, C(#N)C1=C(C(C(=C(N1)C)C(=O)O)C1=C(C=CC=C1)C#N)C(=O)OC (6-cyano-4-(2-cyanophenyl)-5-methoxycarbonyl-2-methyl-1,4-dihydropyridine-3-carboxylic acid). Procedure details: To a solution of isopropyl ester of 4-(2-cyanophenyl)-6-formyl-5-methoxycarbonyl-2-methyl-1,4-dihydropyridine-3-carboxylic acid (3.90 g) in acetic acid (20 ml) were added hydroxylamine hydrochloride (0.88 g) and sodium acetate (1.30 g), and the mixture was stirred for an hour at ambient temperature. To the reaction mixture was added acetic anhydride (3.97 g) with stirring, and the stirring was continued for an hour at ambient temperature and for additional 4 hours at 95°~100° C. After the reacti... Reaction conditions: time 4 hour. Reaction SMILES: [C:1]([C:3]1[CH:8]=[CH:7][CH:6]=[CH:5][C:4]=1[CH:9]1[C:14]([C:15]([O:17][CH3:18])=[O:16])=[C:13]([CH:19]=O)[NH:12][C:11]([CH3:21])=[C:10]1[C:22]([OH:24])=[O:23])#[N:2].Cl.[NH2:26]O.C([O-])(=O)C.[Na+].C(OC(=O)C)(=O)C>C(O)(=O)C.C(OCC)C>[C:19]([C:13]1[NH:12][C:11]([CH3:21])=[C:10]([C:22]([OH:24])=[O:23])[CH:9]([C:4]2[CH:5]=[CH:6][CH:7]=[CH:8][C:3]=2[C:1]#[N:2])[C:14]=1[C:15]([O:17][CH3:18])=[O:16])#[N:26] |f:1.2,3.4|. The reactants are isopropyl ester, C(#N)C1=C(C=CC=C1)C1C(=C(NC(=C1C(=O)OC)C=O)C)C(=O)O (4-(2-cyanophenyl)-6-formyl-5-methoxycarbonyl-2-methyl-1,4-dihydropyridine-3-carboxylic acid), Cl.NO (hydroxylamine hydrochloride), C(C)(=O)[O-].[Na+] (sodium acetate), C(C)(=O)OC(C)=O (acetic anhydride). Solvent: C(C)(=O)O (acetic acid), C(C)OCC (ethyl ether). Yields the product C=C(CO)COC(=O)CCCCCCCCCCCCCCC. As a reaction SMILES: [CH2:1]=[C:2]([CH2:3][OH:4])[CH2:5][OH:6].[CH2:40]([Cl:41])[Cl:42].[CH3:22][CH2:23][CH2:24][CH2:25][CH2:26][CH2:27][CH2:28][CH2:29][CH2:30][CH2:31][CH2:32][CH2:33][CH2:34][CH2:35][CH2:36][C:37]([OH:38])=[O:39].[CH3:43][N:44]([CH3:45])[c:46]1[cH:47][cH:48][n:49][cH:50][cH:51]1.[CH:7]1([N:8]=[C:9]=[N:10][CH:11]2[CH2:12][CH2:13][CH2:14][CH2:15][CH2:16]2)[CH2:17][CH2:18][CH2:19][CH2:20][CH2:21]1>>[CH2:1]=[C:2]([CH2:3][O:4][C:37]([CH2:36][CH2:35][CH2:34][CH2:33][CH2:32][CH2:31][CH2:30][CH2:29][CH2:28][CH2:27][CH2:26][CH2:25][CH2:24][CH2:23][CH3:22])=[O:38])[CH2:5][OH:6]. The reactants are C=C(CO)CO, ClCCl, CCCCCCCCCCCCCCCC(=O)O, CN(C)c1ccncc1, C(=NC1CCCCC1)=NC1CCCCC1. The reagents and catalysts are [Br-].C(CCC)[N+](CCCC)(CCCC)CCCC (tetrabutylammonium bromide). Procedure: 0.074 mL of vinylcyclohexane, 0.17 g cesium carbonate, 26 mg of tetrabutylammonium bromide and 42 mg of polymer supported di(acetato)dicyclohexylphosphino palladium(II) were added to 2.0 mL of toluene solution containing 0.10 g of tert-butyl 2-(benzamido)-4-bromobenzoate at room temperature and stirred at 110° C. for 48 hours. After the reaction mixture was cooled to room temperature, ethyl acetate and 10% citric acid aqueous solution were added. The organic layer was separated, and the solvent ... Yields the product C(C1=CC=CC=C1)(=O)NC1=C(C(=O)O)C=CC(=C1)CCC1CCCCC1 (2-(benzamido)-4-(2-cyclohexylethyl)benzoic acid). As a reaction SMILES: [CH:1]([CH:3]1[CH2:8][CH2:7][CH2:6][CH2:5][CH2:4]1)=[CH2:2].C(=O)([O-])[O-].[Cs+].[Cs+].[C:15]([NH:23][C:24]1[CH:36]=[C:35](Br)[CH:34]=[CH:33][C:25]=1[C:26]([O:28]C(C)(C)C)=[O:27])(=[O:22])[C:16]1[CH:21]=[CH:20][CH:19]=[CH:18][CH:17]=1.C(O)(=O)CC(CC(O)=O)(C(O)=O)O>[Br-].C([N+](CCCC)(CCCC)CCCC)CCC.C(OCC)(=O)C.C1(C)C=CC=CC=1>[C:15]([NH:23][C:24]1[CH:36]=[C:35]([CH2:2][CH2:1][CH:3]2[CH2:8][CH2:7][CH2:6][CH2:5][CH2:4]2)[CH:34]=[CH:33][C:25]=1[C:26]([OH:28])=[O:27])(=[O:22])[C:16]1[CH:17]=[CH:18][CH:19]=[CH:20][CH:21]=1 |f:1.2.3,6.7|. Conditions: temperature 110 celsius, time 48 hour. Reactants: C(CC(O)(C(=O)O)CC(=O)O)(=O)O (citric acid), C(=C)C1CCCCC1 (vinylcyclohexane), di(acetato)dicyclohexylphosphino palladium(II), C(C1=CC=CC=C1)(=O)NC1=C(C(=O)OC(C)(C)C)C=CC(=C1)Br (tert-butyl 2-(benzamido)-4-bromobenzoate), C([O-])([O-])=O.[Cs+].[Cs+] (cesium carbonate), polymer. The solvent is C(C)(=O)OCC (ethyl acetate), C1(=CC=CC=C1)C (toluene). Starting materials: N1=C(C=CC2=CC=CC=C12)N1CCN(CC1)CCCCC(=O)NC1=C(CCCC1)C(=O)OCC (ethyl 2-[5-(4-quinolin-2-ylpiperazin-1-yl)pentanoylamino]cyclohex-1-enecarboxylate), O.NN (hydrazine monohydrate). Isolated yield 51.0%. Procedure details: In 120 ml of ethanol, 8.0 g of ethyl 2-[5-(4-quinolin-2-ylpiperazin-1-yl)pentanoylamino]cyclohex-1-enecarboxylate as synthesized in above Step 4-1-C was dissolved, and to the solution 60 ml of hydrazine monohydrate was added, followed by 4 hours' heating under reflux. Distilling the solvent off under reduced pressure, the residue was dissolved in chloroform, washed with saturated aqueous sodium hydrogencarbonate solution and saturated brine, and dried over anhydrous magnesium sulfate. Distilling... Product: NN1C(=NC=2CCCCC2C1=O)CCCCN1CCN(CC1)C1=NC2=CC=CC=C2C=C1 (3-amino-2-[4-(4-quinolin-2-ylpiperazin-1-yl)butyl]-5,6,7,8-tetrahydro-3H-quinazolin-4-one). Run at time 4 hour. Reaction SMILES: [N:1]1[C:10]2[C:5](=[CH:6][CH:7]=[CH:8][CH:9]=2)[CH:4]=[CH:3][C:2]=1[N:11]1[CH2:16][CH2:15][N:14]([CH2:17][CH2:18][CH2:19][CH2:20][C:21]([NH:23][C:24]2[CH2:29][CH2:28][CH2:27][CH2:26][C:25]=2[C:30]([O:32]CC)=O)=O)[CH2:13][CH2:12]1.O.[NH2:36][NH2:37]>C(O)C>[NH2:36][N:37]1[C:30](=[O:32])[C:25]2[CH2:26][CH2:27][CH2:28][CH2:29][C:24]=2[N:23]=[C:21]1[CH2:20][CH2:19][CH2:18][CH2:17][N:14]1[CH2:13][CH2:12][N:11]([C:2]2[CH:3]=[CH:4][C:5]3[C:10](=[CH:9][CH:8]=[CH:7][CH:6]=3)[N:1]=2)[CH2:16][CH2:15]1 |f:1.2|. The solvent is C(C)O (ethanol). The reactants are ClC=1C(=C(C=CC1)/C=C/C=1OC2=C(N1)C=CC=C2)OCCCCN(CCC)CCC ((E)-2-[2-(3-chloro-4-dipropylaminobutoxyphenyl)ethenyl]benzoxazole), COC=1C=C(C=C(C1OCCCN(CCC)CCC)OC)/C=C/C=1OC2=C(N1)C=CC=C2 ((E)-2-[2-(3,5-dimethoxy-4-dipropylaminopropoxyphenyl)ethenyl]benzoxazole), CC=1C=C(C=C(C1OCCCN(CCC)CCC)C)/C=C/C=1OC2=C(N1)C=CC=C2 ((E)-2-[2-(3,5-dimethyl-4-dipropylaminopropoxyphenyl)ethenyl]benzoxazole). Product: C(CCC)N(CCCOC1=C(C=CC=C1)/C=C/C=1OC2=C(N1)C=CC=C2)CCCC ((E)-2-[2-(3-dibutylaminopropoxyphenyl)ethenyl]benzoxazole). RXN SMILES: Cl[C:2]1[C:3]([O:19][CH2:20][CH2:21][CH2:22]CN(CCC)CCC)=[C:4](/[CH:8]=[CH:9]/[C:10]2[O:11][C:12]3[CH:18]=[CH:17][CH:16]=[CH:15][C:13]=3[N:14]=2)[CH:5]=[CH:6][CH:7]=1.COC1C=[C:35](/[CH:52]=[CH:53]/[C:54]2O[C:56]3[CH:62]=[CH:61]C=C[C:57]=3[N:58]=2)C=C(OC)C=1OCCCN(CCC)CCC.CC1C=C(/C=C/C2OC3C=CC=CC=3N=2)C=C(C)C=1OCCCN(CCC)CCC>>[CH2:54]([N:58]([CH2:57][CH2:56][CH2:62][CH3:61])[CH2:22][CH2:21][CH2:20][O:19][C:3]1[CH:2]=[CH:7][CH:6]=[CH:5][C:4]=1/[CH:8]=[CH:9]/[C:10]1[O:11][C:12]2[CH:18]=[CH:17][CH:16]=[CH:15][C:13]=2[N:14]=1)[CH2:53][CH2:52][CH3:35]. Reported procedure: A compound of claim 1 selected from the group consisting of (E)-2-[2-(3-chloro-4-dipropylaminobutoxyphenyl)ethenyl]benzoxazole, (E)-2-[2-(3,5-dimethoxy-4-dipropylaminopropoxyphenyl)ethenyl]benzoxazole and (E)-2-[2-(3,5-dimethyl-4-dipropylaminopropoxyphenyl)ethenyl]benzoxazole and acid addition salts thereof. Reactants: C(C)(C)(C)C1=CC=C(C=C1)SCC1=CC(NC2=CC=C(C=C12)C1=C(C=CC=C1)OC)(C)C (4-(4-tert-Butylphenylsulfanylmethyl)-6-(2-methoxyphenyl)-2,2-dimethyl-1,2-dihydroquinoline), BrCC1=CC(NC2=CC=C(C=C12)C1=C(C=CC=C1)OC)(C)C (4-bromomethyl-6-(2-methoxyphenyl)-2,2-dimethyl-1,2-dihydroquinoline), C([O-])([O-])=O.[K+].[K+] (potassium carbonate), C(C)(C)(C)C1=CC=C(C=C1)C1=C(C=CC=C1)S (4-tert-butylphenylthiophenol). Yields the product COC1=C(C=CC=C1)C=1C=C2C(=CC(NC2=CC1)(C)C)CNC1=CC=CC=C1 ([6-(2-methoxyphenyl)-2,2-dimethyl-1,2-dihydroquinolin-4-ylmethyl]phenylamine). RXN SMILES: C(C1C=CC(S[CH2:12][C:13]2[C:22]3[C:17](=[CH:18][CH:19]=[C:20]([C:23]4[CH:28]=[CH:27][CH:26]=[CH:25][C:24]=4[O:29][CH3:30])[CH:21]=3)[NH:16][C:15]([CH3:32])([CH3:31])[CH:14]=2)=CC=1)(C)(C)C.BrCC1[C:44]2[C:39](=[CH:40][CH:41]=[C:42](C3C=CC=CC=3OC)[CH:43]=2)[NH:38]C(C)(C)C=1.C(=O)([O-])[O-].[K+].[K+].C(C1C=CC(C2C=CC=CC=2S)=CC=1)(C)(C)C>>[CH3:30][O:29][C:24]1[CH:25]=[CH:26][CH:27]=[CH:28][C:23]=1[C:20]1[CH:21]=[C:22]2[C:17](=[CH:18][CH:19]=1)[NH:16][C:15]([CH3:32])([CH3:31])[CH:14]=[C:13]2[CH2:12][NH:38][C:39]1[CH:44]=[CH:43][CH:42]=[CH:41][CH:40]=1 |f:2.3.4|. Reported procedure: 4-(4-tert-Butylphenylsulfanylmethyl)-6-(2-methoxyphenyl)-2,2-dimethyl-1,2-dihydroquinoline 60 mg of 4-bromomethyl-6-(2-methoxyphenyl)-2,2-dimethyl-1,2-dihydroquinoline, 46 mg of potassium carbonate, and 25 μL of 4-tert-butylphenylthiophenol reacted to give 9 mg of the title compound as an oil.